Dataset: the Open Reaction Database (ORD), a public repository of structured organic reaction records. Task: describe an organic reaction: reactants, conditions, products, and yield Starting materials: CC(=O)O, [Fe], O=C(O)Cc1ccc(-c2ccccc2)cc1[N+](=O)[O-]. The product is O=C1Cc2ccc(-c3ccccc3)cc2N1. As a reaction SMILES: [CH3:20][C:21](=[O:22])[OH:23].[Fe:24].[N+:1]([O-:3])([c:4]1[cH:5][c:6](-[c:14]2[cH:15][cH:16][cH:17][cH:18][cH:19]2)[cH:7][cH:8][c:9]1[CH2:10][C:11]([OH:2])=[O:12])=[O:13]>>[NH:1]1[c:4]2[cH:5][c:6](-[c:14]3[cH:15][cH:16][cH:17][cH:18][cH:19]3)[cH:7][cH:8][c:9]2[CH2:10][C:11]1=[O:12]. Starting materials: OC(CNC(C1=CC(C(=O)NCC(C2OC(OC2)(C)C)O)=CC(=C1)S(NC1=C(C=C(C=C1)F)C(F)(F)F)(=O)=O)=O)C1OC(OC1)(C)C (5-[N-(4-fluoro-2-trifluoromethylphenyl)sulfamoyl]-isophthalic acid-bis[2-hydroxy-2-(2,2-dimethyl-1,3-dioxolan-4-yl)-ethylamide]), Cl (hydrochloric acid). Solvent: C(C)O (ethanol), O (water). Conditions: temperature 60 celsius, time 4 hour. Yields the product OC(CNC(C1=CC(C(=O)NCC(C(CO)O)O)=CC(=C1)S(NC1=C(C=C(C=C1)F)C(F)(F)F)(=O)=O)=O)C(CO)O (5-[N-(4-Fluoro-2-trifluoromethylphenyl)sulfamoyl]-isophthalic acid-bis(2,3,4-trihydroxybutyl-amide)). Reported procedure: 3.79 g (5.46 mmol) of 5-[N-(4-fluoro-2-trifluoromethylphenyl)sulfamoyl]-isophthalic acid-bis[2-hydroxy-2-(2,2-dimethyl-1,3-dioxolan-4-yl)-ethylamide] is dissolved in a mixture of 40 ml of ethanol and 10 ml of water and the solution is acidified with dilute hydrochloric acid to pH 1. It is stirred at this pH for 4 hours at 60° C. The solution is then adjusted to pH 6.1 with the anion exchanger Amberlite IRA 67, filtered and evaporated to dryness in a vacuum. The solid amorphous residue is dried i... Reaction SMILES: [OH:1][CH:2]([CH:41]1[CH2:45][O:44]C(C)(C)[O:42]1)[CH2:3][NH:4][C:5](=[O:40])[C:6]1[CH:24]=[C:23]([S:25](=[O:39])(=[O:38])[NH:26][C:27]2[CH:32]=[CH:31][C:30]([F:33])=[CH:29][C:28]=2[C:34]([F:37])([F:36])[F:35])[CH:22]=[C:8]([C:9]([NH:11][CH2:12][CH:13]([OH:21])[CH:14]2[CH2:18][O:17]C(C)(C)[O:15]2)=[O:10])[CH:7]=1.Cl>C(O)C.O>[OH:1][CH:2]([CH:41]([OH:42])[CH2:45][OH:44])[CH2:3][NH:4][C:5](=[O:40])[C:6]1[CH:24]=[C:23]([S:25](=[O:38])(=[O:39])[NH:26][C:27]2[CH:32]=[CH:31][C:30]([F:33])=[CH:29][C:28]=2[C:34]([F:37])([F:35])[F:36])[CH:22]=[C:8]([C:9]([NH:11][CH2:12][CH:13]([OH:21])[CH:14]([OH:15])[CH2:18][OH:17])=[O:10])[CH:7]=1. Procedure details: To 800 ml of refluxing toluene was added in portions, as a solid, 46.2 g (0.1 mole) of 2-[4-(ethoxycarbonyl)-1-piperazinyl]-6-(acetylcyclopropylamino)-3-pyridinediazonium tetrafluoroborate. borate. After the addition was complete, the reaction was refluxed for ten minutes and the toluene was decanted from the insoluble precipitate. The toluene was evaporated in vacuo and the residue was partitioned between chloroform and water. The chloroform layer was washed with 5% aqueous sodium bicarbonate, ... The product is C(C)(=O)N(C1=CC=C(C(=N1)N1CCN(CC1)C(=O)OCC)F)C1CC1 (4-[6-(Acetylcyclopropylamino)-3-fluoro-2-pyridinyl]-1-piperazinecarboxylic acid, ethyl ester). The reactants are F[B-](F)(F)F.C(C)OC(=O)N1CCN(CC1)C1=NC(=CC=C1[N+]#N)N(C1CC1)C(C)=O (2-[4-(ethoxycarbonyl)-1-piperazinyl]-6-(acetylcyclopropylamino)-3-pyridinediazonium tetrafluoroborate), B([O-])([O-])[O-] (borate). RXN SMILES: [F:1][B-](F)(F)F.[CH2:6]([O:8][C:9]([N:11]1[CH2:16][CH2:15][N:14]([C:17]2[C:22]([N+]#N)=[CH:21][CH:20]=[C:19]([N:25]([C:29](=[O:31])[CH3:30])[CH:26]3[CH2:28][CH2:27]3)[N:18]=2)[CH2:13][CH2:12]1)=[O:10])[CH3:7].B([O-])([O-])[O-]>C1(C)C=CC=CC=1>[C:29]([N:25]([CH:26]1[CH2:28][CH2:27]1)[C:19]1[N:18]=[C:17]([N:14]2[CH2:15][CH2:16][N:11]([C:9]([O:8][CH2:6][CH3:7])=[O:10])[CH2:12][CH2:13]2)[C:22]([F:1])=[CH:21][CH:20]=1)(=[O:31])[CH3:30] |f:0.1|. Solvent: C1(=CC=CC=C1)C (toluene). The yield is 39.1%. Starting materials: CO, Cc1ccc(Nc2cc(=O)n(C)cc2C(=O)O)c(F)c1, NOCCO. The product is Cc1ccc(Nc2cc(=O)n(C)cc2C(=O)NOCCO)c(F)c1. Reaction SMILES: [CH3:26][OH:27].[F:6][c:7]1[c:8]([NH:9][c:10]2[c:11]([C:18](=[O:19])[OH:20])[cH:12][n:13]([CH3:17])[c:14](=[O:16])[cH:15]2)[cH:21][cH:22][c:23]([CH3:25])[cH:24]1.[NH2:1][O:2][CH2:3][CH2:4][OH:5]>>[NH:1]([O:2][CH2:3][CH2:4][OH:5])[C:18]([c:11]1[c:10]([NH:9][c:8]2[c:7]([F:6])[cH:24][c:23]([CH3:25])[cH:22][cH:21]2)[cH:15][c:14](=[O:16])[n:13]([CH3:17])[cH:12]1)=[O:19]. As a reaction SMILES: [F:6][c:7]1[cH:8][c:9]2[c:10](=[O:30])[c:11]([C:27](=[O:28])[OH:29])[cH:12][n:13](-[c:18]3[c:19]([F:26])[c:20]([F:25])[c:21]([F:24])[cH:22][cH:23]3)[c:14]2[cH:15][c:16]1[F:17].[K+:31].[O-:32][N+:33]([O-:34])=[O:35].[OH2:36].[S:1](=[O:2])(=[O:3])([OH:4])[OH:5]>>[F:6][c:7]1[cH:8][c:9]2[c:10](=[O:30])[c:11]([C:27](=[O:28])[OH:29])[cH:12][n:13](-[c:18]3[c:19]([F:26])[c:20]([F:25])[c:21]([F:24])[c:22]([N+:33](=[O:32])[O-:34])[cH:23]3)[c:14]2[cH:15][c:16]1[F:17]. The product is O=C(O)c1cn(-c2cc([N+](=O)[O-])c(F)c(F)c2F)c2cc(F)c(F)cc2c1=O. Reactants: O=C(O)c1cn(-c2ccc(F)c(F)c2F)c2cc(F)c(F)cc2c1=O, [K+], O=[N+]([O-])[O-], O, O=S(=O)(O)O. Reactants: COC(=O)c1cc(Br)cc2cc[nH]c12, CC[SiH](CC)CC, ClCCl, O=C1CCCSCC1. The product is COC(=O)c1cc(Br)cc2c(C3CCCSCC3)c[nH]c12. Reaction SMILES: [Br:9][c:10]1[cH:11][c:12]2[cH:13][cH:14][nH:15][c:16]2[c:17]([C:19](=[O:20])[O:21][CH3:22])[cH:18]1.[CH2:23]([SiH:24]([CH2:25][CH3:26])[CH2:27][CH3:28])[CH3:29].[Cl:30][CH2:31][Cl:32].[S:1]1[CH2:2][CH2:3][C:4](=[O:8])[CH2:5][CH2:6][CH2:7]1>>[S:1]1[CH2:2][CH2:3][CH:4]([c:13]2[c:12]3[cH:11][c:10]([Br:9])[cH:18][c:17]([C:19](=[O:20])[O:21][CH3:22])[c:16]3[nH:15][cH:14]2)[CH2:5][CH2:6][CH2:7]1. Reactants: FC=1C=C(C(=O)NC2=CC=C(C3=CC=CC=C23)OC2=NC(=NC=C2)S(=O)(=O)C)C=C(C1)N1CCOCC1 (3-fluoro-N-(4-{[2-(methylsulfonyl)pyrimidin-4-yl]oxy}-1-naphthyl)-5-morpholin-4-ylbenzamide), C(C)(C)(C)OC(NC1CCNCC1)=O (piperidin-4-yl-carbamic acid t-butyl ester). The product is C(C)(C)(C)OC(NC1CCN(CC1)C1=NC=CC(=N1)OC1=CC=C(C2=CC=CC=C12)NC(C1=CC(=CC(=C1)N1CCOCC1)F)=O)=O (t-Butyl-{1-[4-({4-[(3-fluoro-5-morpholin-4-ylbenzoyl)amino]-1-naphthyl}oxy)pyrimidin-2-yl]piperidin-4-yl}-carbamate). As a reaction SMILES: [F:1][C:2]1[CH:3]=[C:4]([CH:29]=[C:30]([N:32]2[CH2:37][CH2:36][O:35][CH2:34][CH2:33]2)[CH:31]=1)[C:5]([NH:7][C:8]1[C:17]2[C:12](=[CH:13][CH:14]=[CH:15][CH:16]=2)[C:11]([O:18][C:19]2[CH:24]=[CH:23][N:22]=[C:21](S(C)(=O)=O)[N:20]=2)=[CH:10][CH:9]=1)=[O:6].[C:38]([O:42][C:43](=[O:51])[NH:44][CH:45]1[CH2:50][CH2:49][NH:48][CH2:47][CH2:46]1)([CH3:41])([CH3:40])[CH3:39]>>[C:38]([O:42][C:43](=[O:51])[NH:44][CH:45]1[CH2:50][CH2:49][N:48]([C:21]2[N:20]=[C:19]([O:18][C:11]3[C:12]4[C:17](=[CH:16][CH:15]=[CH:14][CH:13]=4)[C:8]([NH:7][C:5](=[O:6])[C:4]4[CH:29]=[C:30]([N:32]5[CH2:37][CH2:36][O:35][CH2:34][CH2:33]5)[CH:31]=[C:2]([F:1])[CH:3]=4)=[CH:9][CH:10]=3)[CH:24]=[CH:23][N:22]=2)[CH2:47][CH2:46]1)([CH3:41])([CH3:39])[CH3:40]. Procedure details: Compound is prepared from 3-fluoro-N-(4-{[2-(methylsulfonyl)pyrimidin-4-yl]oxy}-1-naphthyl)-5-morpholin-4-ylbenzamide and piperidin-4-yl-carbamic acid t-butyl ester according to conditions described in general procedure C. Mp: 214-216° C.; 1H NMR (400 MHz, DMSO-d6) δ 1.33-1.41 (m, 14 H), 2.47-3.41 (m, 4H), 3.25-3.28 (m, 4H), 3.75-3.78 (m, 4 H), 4.20 (s, 1 H), 6.20 (d, J=5.5 Hz, 1H), 6.77-6.79 (m, 1 H), 7.00-7.05 (m, 1H), 7.18-7.26 (m, 1H), 7.38-7.63 (m, 5H), 7.85 (d, J=9.2 Hz, 1H), 8.00 (d, J=8.... Reactants: CC(=O)C1=C(C=CC(=C1)[N+](=O)[O-])F (2-fluoro-5-nitroacetophenone), O.O.[Sn](Cl)(Cl)(Cl)Cl (tin chloride dihydrate), ice, [OH-].[Na+] (sodium hydroxide). Run in C(C)(=O)OCC (ethyl acetate). Run at temperature 70 celsius. Product: CC(=O)C1=C(C=CC(=C1)N)F (5-Amino-2-fluoroacetophenone). Isolated yield 48.4%. As a reaction SMILES: [CH3:1][C:2]([C:4]1[CH:9]=[C:8]([N+:10]([O-])=O)[CH:7]=[CH:6][C:5]=1[F:13])=[O:3].O.O.[Sn](Cl)(Cl)(Cl)Cl.[OH-].[Na+]>C(OCC)(=O)C>[CH3:1][C:2]([C:4]1[CH:9]=[C:8]([NH2:10])[CH:7]=[CH:6][C:5]=1[F:13])=[O:3] |f:1.2.3,4.5|. Procedure: 25.4 g (152 mmol) of 2-fluoro-5-nitroacetophenone, 343 g (1.52 mol) of tin chloride dihydrate and 250 ml of ethyl acetate are introduced into a 1-liter three-necked flask. The reaction mixture is heated to 70° C. for 30 minutes and then poured onto 1 liter of crushed ice, 30% sodium hydroxide solution is added and the mixture is extracted with 3 times 350 ml of ethyl acetate. The organic phases are combined, dried over magnesium sulphate and concentrated. 11.26 g of product are obtained in the f...